This data is from the Open Reaction Database (ORD), a public repository of structured organic reaction records. The task is: describe an organic reaction: reactants, conditions, products, and yield The reactants are C1CCOC1, C[Mg]Cl, CC(C)Oc1c(C=O)cc2c(c1Cl)OC(C)(C)C=C2C(C)C. Product: CC(C)Oc1c(C(C)O)cc2c(c1Cl)OC(C)(C)C=C2C(C)C. Reaction SMILES: [CH2:26]1[O:27][CH2:28][CH2:29][CH2:30]1.[CH3:23][Mg:24][Cl:25].[Cl:1][c:2]1[c:3]([O:19][CH:20]([CH3:21])[CH3:22])[c:4]([CH:17]=[O:18])[cH:5][c:6]2[c:11]1[O:10][C:9]([CH3:12])([CH3:13])[CH:8]=[C:7]2[CH:14]([CH3:15])[CH3:16]>>[Cl:1][c:2]1[c:3]([O:19][CH:20]([CH3:21])[CH3:22])[c:4]([CH:17]([OH:18])[CH3:23])[cH:5][c:6]2[c:11]1[O:10][C:9]([CH3:12])([CH3:13])[CH:8]=[C:7]2[CH:14]([CH3:15])[CH3:16]. The reactants are CCC(=O)Cl, ClCCl, CN1CCOCC1, CS(=O)(=O)c1ccc(C(CC2CCCC2)C(=O)Nc2ccn(Cc3cccc(N)c3)n2)cc1Cl. The product is CCC(=O)Nc1cccc(Cn2ccc(NC(=O)C(CC3CCCC3)c3ccc(S(C)(=O)=O)c(Cl)c3)n2)c1. As a reaction SMILES: [C:42]([CH2:43][CH3:44])(=[O:45])[Cl:46].[CH2:47]([Cl:48])[Cl:49].[CH3:35][N:36]1[CH2:37][CH2:38][O:39][CH2:40][CH2:41]1.[NH2:1][c:2]1[cH:3][c:4]([CH2:5][n:6]2[n:7][c:8]([NH:11][C:12]([CH:13]([CH2:14][CH:15]3[CH2:16][CH2:17][CH2:18][CH2:19]3)[c:20]3[cH:21][c:22]([Cl:30])[c:23]([S:26](=[O:27])(=[O:28])[CH3:29])[cH:24][cH:25]3)=[O:31])[cH:9][cH:10]2)[cH:32][cH:33][cH:34]1>>[NH:1]([c:2]1[cH:3][c:4]([CH2:5][n:6]2[n:7][c:8]([NH:11][C:12]([CH:13]([CH2:14][CH:15]3[CH2:16][CH2:17][CH2:18][CH2:19]3)[c:20]3[cH:21][c:22]([Cl:30])[c:23]([S:26](=[O:27])(=[O:28])[CH3:29])[cH:24][cH:25]3)=[O:31])[cH:9][cH:10]2)[cH:32][cH:33][cH:34]1)[C:42]([CH2:43][CH3:44])=[O:45]. The reactants are CC(=O)OC(C)=O, CCCCCC, Cc1ccccc1, COc1cc(N)cc(C(F)(F)F)c1. Yields the product COc1cc(NC(C)=O)cc(C(F)(F)F)c1. Reaction SMILES: [CH3:1][C:2](=[O:3])[O:4][C:5](=[O:6])[CH3:7].[CH3:21][CH2:22][CH2:23][CH2:24][CH2:25][CH3:26].[CH3:27][c:28]1[cH:29][cH:30][cH:31][cH:32][cH:33]1.[CH3:8][O:9][c:10]1[cH:11][c:12]([C:17]([F:18])([F:19])[F:20])[cH:13][c:14]([NH2:15])[cH:16]1>>[CH3:1][C:2](=[O:3])[NH:15][c:14]1[cH:13][c:12]([C:17]([F:18])([F:19])[F:20])[cH:11][c:10]([O:9][CH3:8])[cH:16]1. The product is CC=1CC2=CC(=C(C(=C2C1)C)C)C (2,4,5,6-Tetramethylindene). Isolated yield 63.9%. Reactants: CC1C(C2=C(C(=C(C=C2C1)C)C)C)=O (2,5,6,7-Tetramethyl-1-indanone), [BH4-].[Na+] (NaBH4). Reported procedure: Analogously to Example D, 1.50 g (8 mmol) of 2,5,6,7-tetramethyl-1-indanone (9) were reduced with 0.45 g (12 mmol) of NaBH4. The alcohol, which was not purified further, was then further reacted in the presence of 0.1 g of p-toluenesulfonic acid in 100 ml of toluene. Chromatography on 100 g of silica gel (hexane/methylene chloride 9:1) gave 0.88 g (65%) of 2,4,5,6-tetramethylindene (10). Reaction SMILES: [CH3:1][CH:2]1[CH2:10][C:9]2[C:4](=[C:5]([CH3:13])[C:6]([CH3:12])=[C:7]([CH3:11])[CH:8]=2)[C:3]1=O.[BH4-].[Na+]>>[CH3:1][C:2]1[CH2:10][C:9]2[C:4]([CH:3]=1)=[C:5]([CH3:13])[C:6]([CH3:12])=[C:7]([CH3:11])[CH:8]=2 |f:1.2|. Reactants: BrCCCC(=O)Cl (4-bromobutyryl chloride), C(#N)CC=1C(=C(C(=NC1C(F)(F)F)C(F)F)C(=O)OC)CC1CC1 (5(Cyanomethyl)-4-(cyclopropylmethyl)-2-(difluoromethyl)-6-(trifluoromethyl)-3-pyridinecarboxylic acid, methyl ester), ice water, [Cl-] (chloride). Solvent: ClCCl (dichloromethane), [OH-].[Na+] (NaOH). Product: C(#N)C(C=1C(=C(C(=NC1C(F)(F)F)C(F)F)C(=O)OC)CC1CC1)=C1OCCC1 (5-[Cyano(dihydro-2(3H)-furanylidene)methyl]-4-(cyclopropylmethyl) -2-(difluoromethyl)-6-(trifluoromethyl)-3-pyridinecarboxylic acid, methyl ester). Isolated yield 59.0%. As a reaction SMILES: [C:1]([CH2:3][C:4]1[C:5]([CH2:21][CH:22]2[CH2:24][CH2:23]2)=[C:6]([C:17]([O:19][CH3:20])=[O:18])[C:7]([CH:14]([F:16])[F:15])=[N:8][C:9]=1[C:10]([F:13])([F:12])[F:11])#[N:2].Br[CH2:26][CH2:27][CH2:28][C:29](Cl)=[O:30].[Cl-]>ClCCl.[OH-].[Na+]>[C:1]([C:3](=[C:29]1[CH2:28][CH2:27][CH2:26][O:30]1)[C:4]1[C:5]([CH2:21][CH:22]2[CH2:23][CH2:24]2)=[C:6]([C:17]([O:19][CH3:20])=[O:18])[C:7]([CH:14]([F:15])[F:16])=[N:8][C:9]=1[C:10]([F:13])([F:11])[F:12])#[N:2] |f:4.5|. Reported procedure: 5(Cyanomethyl)-4-(cyclopropylmethyl)-2-(difluoromethyl)-6-(trifluoromethyl)-3-pyridinecarboxylic acid, methyl ester, prepared as in Example c, (3.0 g, 8.6 mmol) was reacted with 4.0 g (21.6 mmol) 4-bromobutyryl chloride in 160 mL dichloromethane and 82 mL 50% NaOH to which was added 0.3 g benezyltriethylammonium chloride. The solution was poured into 175 mL of ice water and extracted with ethyl ether. The organic layer was washed with water and brine and dried over magnesium sulfate. Purificatio... Reactants: C([O-])([O-])=O.[K+].[K+] (Potassium carbonate), C(C)(C)(C)OC(CNCCO)=O (N-(2-Hydroxyethyl)-glycine tert-butyl ester), ClC(=O)OCC1=CC=CC=C1 (benzyl chloroformate). Run in O1CCOCC1 (dioxane), O (water), O1CCOCC1 (dioxane). Reaction conditions: time 3.5 hour. The product is C(C)(C)(C)OC(CN(CCO)C(=O)OCC1=CC=CC=C1)=O (N-Benzyloxycarbonyl-N-(2-hydroxyethyl)-glycine tert-butyl ester). As a reaction SMILES: C(=O)([O-])[O-].[K+].[K+].[C:7]([O:11][C:12](=[O:18])[CH2:13][NH:14][CH2:15][CH2:16][OH:17])([CH3:10])([CH3:9])[CH3:8].Cl[C:20]([O:22][CH2:23][C:24]1[CH:29]=[CH:28][CH:27]=[CH:26][CH:25]=1)=[O:21]>O1CCOCC1.O>[C:7]([O:11][C:12](=[O:18])[CH2:13][N:14]([C:20]([O:22][CH2:23][C:24]1[CH:29]=[CH:28][CH:27]=[CH:26][CH:25]=1)=[O:21])[CH2:15][CH2:16][OH:17])([CH3:10])([CH3:8])[CH3:9] |f:0.1.2|. Reported procedure: Potassium carbonate (33.0 g; 0.19 mol) is added to a solution of the product from Example 4 (32.15 g; 0.18 mol) in dioxane (1.0 l) and water (0.5 l). A solution of benzyl chloroformate (27.3 ml; 0.19 mol) in dioxane (0.2 l) is slowly added dropwise at room temperature. The solution is stirred at room temperature for 3.5 h and subsequently concentrated. The residue is taken up in dichloromethane (3.0 l) and extracted by shaking with water (1.0 l). The aqueous phase is re-extracted five times with... Starting materials: C1(=CC=CC=C1)NN (phenylhydrazine), ClC(C(=O)C=C1OC(OC1)(C)C)(Cl)Cl (1,1,1-trichloro-3-(2,2-dimethyl-1,3-dioxolan-4-ylidene)acetone). The product is OCC1=NN(C(C1)(O)C(Cl)(Cl)Cl)C1=CC=CC=C1 (3-(Hydroxymethyl)-1-phenyl-5-(trichloromethyl)-4,5-dihydro-1H-pyrazol-5-ol). Reaction SMILES: [C:1]1([NH:7][NH2:8])[CH:6]=[CH:5][CH:4]=[CH:3][CH:2]=1.[Cl:9][C:10]([Cl:22])([Cl:21])[C:11]([CH:13]=[C:14]1[CH2:18][O:17]C(C)(C)O1)=[O:12]>>[OH:17][CH2:18][C:14]1[CH2:13][C:11]([C:10]([Cl:22])([Cl:21])[Cl:9])([OH:12])[N:7]([C:1]2[CH:6]=[CH:5][CH:4]=[CH:3][CH:2]=2)[N:8]=1. Reported procedure: The procedure is as described in example 2 but using phenylhydrazine and 1,1,1-trichloro-3-(2,2-dimethyl-1,3-dioxolan-4-ylidene)acetone.